Dataset: the Open Reaction Database (ORD), a public repository of structured organic reaction records. Task: describe an organic reaction: reactants, conditions, products, and yield Reactants: solution, Cl (HCl), C(C)(C)(C)OC(NC1=CC(=CC=C1)OCCCN(CC(C1=CC=CC=C1)C1=CC=CC=C1)CC1=C(C(=CC=C1)C(F)(F)F)Cl)=O (N-(3-{3-[(2-Chloro-3-trifluoromethyl-benzyl)-2,2-diphenylethyl-amino]-propoxy}-phenyl)-carbamic acid tert-butyl ester). Solvent: O1CCOCC1 (dioxane), O1CCOCC1 (dioxane). Yields the product ClC1=C(CN(CCCOC=2C=C(C=CC2)N)CC(C2=CC=CC=C2)C2=CC=CC=C2)C=CC=C1C(F)(F)F (3-{3-[(2-Chloro-3-trifluoromethyl-benzyl)-2,2-diphenylethylamino]-propoxy}-phenylamine). The yield is 96.1%. As a reaction SMILES: C(OC(=O)[NH:7][C:8]1[CH:13]=[CH:12][CH:11]=[C:10]([O:14][CH2:15][CH2:16][CH2:17][N:18]([CH2:33][C:34]2[CH:39]=[CH:38][CH:37]=[C:36]([C:40]([F:43])([F:42])[F:41])[C:35]=2[Cl:44])[CH2:19][CH:20]([C:27]2[CH:32]=[CH:31][CH:30]=[CH:29][CH:28]=2)[C:21]2[CH:26]=[CH:25][CH:24]=[CH:23][CH:22]=2)[CH:9]=1)(C)(C)C.Cl>O1CCOCC1>[Cl:44][C:35]1[C:36]([C:40]([F:41])([F:42])[F:43])=[CH:37][CH:38]=[CH:39][C:34]=1[CH2:33][N:18]([CH2:19][CH:20]([C:21]1[CH:22]=[CH:23][CH:24]=[CH:25][CH:26]=1)[C:27]1[CH:32]=[CH:31][CH:30]=[CH:29][CH:28]=1)[CH2:17][CH2:16][CH2:15][O:14][C:10]1[CH:9]=[C:8]([NH2:7])[CH:13]=[CH:12][CH:11]=1. Reported procedure: To N-(3-{3-[(2-Chloro-3-trifluoromethyl-benzyl)-2,2-diphenylethyl-amino]-propoxy}-phenyl)-carbamic acid tert-butyl ester (492 mg, 0.77 mmol) dissolved in dioxane (5 mL) was added a 4.0 M solution of HCl in dioxane (5 mL). The solution was maintained for 20 hours after which the solvent was removed under reduced pressure. The residue was dissolved in dichloromethane and washed twice with saturated NaHCO3, dried over Na2SO4, and concentrated to give 0.4 g (0.74 mmol, 96%) of the title compound as ...